This data is from the Open Reaction Database (ORD), a public repository of structured organic reaction records. The task is: describe an organic reaction: reactants, conditions, products, and yield Run in O1CCCC1 (tetrahydrofuran), C(C)(=O)OCC (ethyl acetate). Reported procedure: The reaction mixture of 2-(5-(2H-tetrazol-5-yl)pyridin-3-yl)benzo[b]thiophen-5-amine (44.1 mg, 0.15 mmol, 1 eq) and 4-chloro-3-(trifluoromethyl)phenyl isocyanate (33.2 mg, 1 eq) in anhydrous tetrahydrofuran (1.5 mL) under nitrogen atmosphere was stirred at room temperature for 45 minutes. The reaction was then diluted with ethyl acetate, washed with aqueous ammonium chloride, brine, and dried with anhydrous sodium sulfate. The upper clear solution was decanted and concentrated. The soft solid wa... Product: ClC1=C(C=C(C=C1)NC(=O)NC=1C=CC2=C(C=C(S2)C=2C=NC=C(C2)C=2N=NNN2)C1)C(F)(F)F (1-[4-chloro-3-(trifluoromethyl)phenyl]-3-{2-[5-(2H-tetrazol-5-yl)pyridin-3-yl]-1-benzothien-5-yl}urea). RXN SMILES: [N:1]1[NH:2][N:3]=[N:4][C:5]=1[C:6]1[CH:7]=[C:8]([C:12]2[S:16][C:15]3[CH:17]=[CH:18][C:19]([NH2:21])=[CH:20][C:14]=3[CH:13]=2)[CH:9]=[N:10][CH:11]=1.[Cl:22][C:23]1[CH:28]=[CH:27][C:26]([N:29]=[C:30]=[O:31])=[CH:25][C:24]=1[C:32]([F:35])([F:34])[F:33]>O1CCCC1.C(OCC)(=O)C>[Cl:22][C:23]1[CH:28]=[CH:27][C:26]([NH:29][C:30]([NH:21][C:19]2[CH:18]=[CH:17][C:15]3[S:16][C:12]([C:8]4[CH:9]=[N:10][CH:11]=[C:6]([C:5]5[N:1]=[N:2][NH:3][N:4]=5)[CH:7]=4)=[CH:13][C:14]=3[CH:20]=2)=[O:31])=[CH:25][C:24]=1[C:32]([F:33])([F:34])[F:35]. Reactants: N=1NN=NC1C=1C=C(C=NC1)C1=CC2=C(S1)C=CC(=C2)N (2-(5-(2H-tetrazol-5-yl)pyridin-3-yl)benzo[b]thiophen-5-amine), ClC1=C(C=C(C=C1)N=C=O)C(F)(F)F (4-chloro-3-(trifluoromethyl)phenyl isocyanate). Run at time 45 minute. Reactants: C1CCOC1, CCO, O=[N+]([O-])c1cc(CN2CCOCC2)cc(C(F)(F)F)c1, NN, O. Product: Nc1cc(CN2CCOCC2)cc(C(F)(F)F)c1. As a reaction SMILES: [CH2:27]1[O:28][CH2:29][CH2:30][CH2:31]1.[CH3:21][CH2:22][OH:23].[N+:1]([O-:2])(=[O:3])[c:4]1[cH:5][c:6]([CH2:7][N:8]2[CH2:9][CH2:10][O:11][CH2:12][CH2:13]2)[cH:14][c:15]([C:17]([F:18])([F:19])[F:20])[cH:16]1.[NH2:25][NH2:26].[OH2:24]>>[NH2:1][c:4]1[cH:5][c:6]([CH2:7][N:8]2[CH2:9][CH2:10][O:11][CH2:12][CH2:13]2)[cH:14][c:15]([C:17]([F:18])([F:19])[F:20])[cH:16]1. The reactants are Cc1ccc(S(=O)(=O)OCC2Cc3cc(-c4ccccc4F)cc(F)c3O2)cc1, CN, Cl. The product is CNCC1Cc2cc(-c3ccccc3F)cc(F)c2O1. As a reaction SMILES: [CH3:2][c:3]1[cH:4][cH:5][c:6]([S:7]([O:8][CH2:13][CH:14]2[O:15][c:16]3[c:17]([cH:19][c:20](-[c:24]4[c:25]([F:30])[cH:26][cH:27][cH:28][cH:29]4)[cH:21][c:22]3[F:23])[CH2:18]2)(=[O:9])=[O:10])[cH:11][cH:12]1.[CH3:31][NH2:32].[ClH:1]>>[CH2:13]([CH:14]1[O:15][c:16]2[c:17]([cH:19][c:20](-[c:24]3[c:25]([F:30])[cH:26][cH:27][cH:28][cH:29]3)[cH:21][c:22]2[F:23])[CH2:18]1)[NH:32][CH3:31]. The reactants are CCOC(C)=O, CCCC(OCCOS(C)(=O)=O)(c1cccc(Cl)c1)C1CCCN(C(=O)OC(C)(C)C)C1, [N-]=[N+]=[N-], [Na+], CN(C)C=O, O. The product is CCCC(OCCN=[N+]=[N-])(c1cccc(Cl)c1)C1CCCN(C(=O)OC(C)(C)C)C1. RXN SMILES: [CH3:42][CH2:43][O:44][C:45](=[O:46])[CH3:47].[Cl:1][c:2]1[cH:3][c:4]([C:8]([CH2:9][CH2:10][CH3:11])([O:12][CH2:13][CH2:14][O:15][S:16]([CH3:17])(=[O:18])=[O:19])[CH:20]2[CH2:21][N:22]([C:26](=[O:27])[O:28][C:29]([CH3:30])([CH3:31])[CH3:32])[CH2:23][CH2:24][CH2:25]2)[cH:5][cH:6][cH:7]1.[N-:38]=[N+:39]=[N-:40].[Na+:41].[O:33]=[CH:34][N:35]([CH3:36])[CH3:37].[OH2:48]>>[Cl:1][c:2]1[cH:3][c:4]([C:8]([CH2:9][CH2:10][CH3:11])([O:12][CH2:13][CH2:14][N:38]=[N+:39]=[N-:40])[CH:20]2[CH2:21][N:22]([C:26](=[O:27])[O:28][C:29]([CH3:30])([CH3:31])[CH3:32])[CH2:23][CH2:24][CH2:25]2)[cH:5][cH:6][cH:7]1. Reactants: C=CCN1CC(C)N(C(c2ccc(C(=O)N(CC)CC)cc2)c2cccc(O)c2)CC1C, CO, O, O=C(O)C(F)(F)F. The product is CCN(CC)C(=O)c1ccc(C(c2cccc(O)c2)N2CC(C)NCC2C)cc1. Reaction SMILES: [CH2:1]([CH:2]=[CH2:3])[N:4]1[CH2:5][CH:6]([CH3:32])[N:7]([CH:11]([c:12]2[cH:13][c:14]([OH:18])[cH:15][cH:16][cH:17]2)[c:19]2[cH:20][cH:21][c:22]([C:23](=[O:24])[N:25]([CH2:26][CH3:27])[CH2:28][CH3:29])[cH:30][cH:31]2)[CH2:8][CH:9]1[CH3:10].[CH3:41][OH:42].[OH2:33].[OH:34][C:35]([C:36]([F:37])([F:38])[F:39])=[O:40]>>[NH:4]1[CH2:5][CH:6]([CH3:32])[N:7]([CH:11]([c:12]2[cH:13][c:14]([OH:18])[cH:15][cH:16][cH:17]2)[c:19]2[cH:20][cH:21][c:22]([C:23](=[O:24])[N:25]([CH2:26][CH3:27])[CH2:28][CH3:29])[cH:30][cH:31]2)[CH2:8][CH:9]1[CH3:10]. Reactants: C(O)([O-])=O.[Na+] (sodium hydrogencarbonate), OC1=C(C(N(C2=NC=CC=C12)C1=CC(=CC=C1)OC(F)(F)F)=O)C(CC1=CSC=C1)=O (4-hydroxy-3-(3-thienylacetyl)-1-(3-trifluoromethoxyphenyl)-1,8-naphthyridin-2(1H)-one), O.NN (hydrazine monohydrate). The solvent is CN(C)C=O (DMF). Reaction conditions: temperature 115 celsius, time 2 hour. Yields the product S1C=C(C=C1)CC1=NNC2=C1C(N(C=1N=CC=CC21)C2=CC(=CC=C2)OC(F)(F)F)=O (3-(3-thienylmethyl)-5-(3-trifluoromethoxyphenyl)-1H-pyrazolo[4,3-c][1,8]-naphthyridin-4(5H)-one), crystal. The yield is 60.0%. Reaction SMILES: O[C:2]1[C:11]2[C:6](=[N:7][CH:8]=[CH:9][CH:10]=2)[N:5]([C:12]2[CH:17]=[CH:16][CH:15]=[C:14]([O:18][C:19]([F:22])([F:21])[F:20])[CH:13]=2)[C:4](=[O:23])[C:3]=1[C:24](=O)[CH2:25][C:26]1[CH:30]=[CH:29][S:28][CH:27]=1.O.[NH2:33][NH2:34].C(=O)([O-])O.[Na+]>CN(C=O)C>[S:28]1[CH:29]=[CH:30][C:26]([CH2:25][C:24]2[C:3]3[C:4](=[O:23])[N:5]([C:12]4[CH:17]=[CH:16][CH:15]=[C:14]([O:18][C:19]([F:20])([F:21])[F:22])[CH:13]=4)[C:6]4[N:7]=[CH:8][CH:9]=[CH:10][C:11]=4[C:2]=3[NH:34][N:33]=2)=[CH:27]1 |f:1.2,3.4|. Procedure: To a suspension of 4-hydroxy-3-(3-thienylacetyl)-1-(3-trifluoromethoxyphenyl)-1,8-naphthyridin-2(1H)-one (80 mg, 0.18 mmol) produced in Synthesis Example 42 in DMF (3 mL) was added hydrazine monohydrate (purity of 80%, 44 μL), and the mixture was stirred at 110 to 120° C. for 2 hours. To the reaction solution was added a sodium hydrogencarbonate aqueous solution. The resulting precipitate was separated by filtration, washed with water, recrystallized from methanol, and dried to give 3-(3-thienyl... Reactants: BrB(Br)Br, COc1ccc2cc(CN(C)C(=O)c3cn(C)c4ccccc34)ccc2c1Br, ClCCl. The product is CN(Cc1ccc2c(Br)c(O)ccc2c1)C(=O)c1cn(C)c2ccccc12. As a reaction SMILES: [B:1]([Br:2])([Br:3])[Br:4].[Br:5][c:6]1[c:7]2[cH:8][cH:9][c:10]([CH2:18][N:19]([C:20](=[O:21])[c:22]3[cH:23][n:24]([CH3:31])[c:25]4[cH:26][cH:27][cH:28][cH:29][c:30]34)[CH3:32])[cH:11][c:12]2[cH:13][cH:14][c:15]1[O:16][CH3:17].[CH2:33]([Cl:34])[Cl:35]>>[Br:5][c:6]1[c:7]2[cH:8][cH:9][c:10]([CH2:18][N:19]([C:20](=[O:21])[c:22]3[cH:23][n:24]([CH3:31])[c:25]4[cH:26][cH:27][cH:28][cH:29][c:30]34)[CH3:32])[cH:11][c:12]2[cH:13][cH:14][c:15]1[OH:16]. Reactants: OC=1C=C(C(=O)N(C)OC)C=C(C1)C(F)(F)F (3-hydroxy-N-methoxy-N-methyl-5-trifluoromethyl-benzamide), N1C=NC=C1 (imidazole), [Si](C)(C)(C(C)(C)C)Cl (tert-butyldimethylsilyl chloride). The solvent is CCOC(=O)C (EtOAc), C(Cl)Cl (CH2Cl2). Run at time 3 hour. Yields the product C(C)(C)(C)[Si](OC=1C=C(C(=O)N(C)OC)C=C(C1)C(F)(F)F)(C)C (3-(tert-butyl-dimethyl-silanyloxy)-N-methoxy-N-methyl-5-trifluoromethyl-benzamide). Isolated yield 80.8%. As a reaction SMILES: [OH:1][C:2]1[CH:3]=[C:4]([CH:11]=[C:12]([C:14]([F:17])([F:16])[F:15])[CH:13]=1)[C:5]([N:7]([O:9][CH3:10])[CH3:8])=[O:6].N1C=CN=C1.[Si:23](Cl)([C:26]([CH3:29])([CH3:28])[CH3:27])([CH3:25])[CH3:24]>C(Cl)Cl.CCOC(C)=O>[C:26]([Si:23]([CH3:25])([CH3:24])[O:1][C:2]1[CH:3]=[C:4]([CH:11]=[C:12]([C:14]([F:15])([F:16])[F:17])[CH:13]=1)[C:5]([N:7]([O:9][CH3:10])[CH3:8])=[O:6])([CH3:29])([CH3:28])[CH3:27]. Procedure: To an ice-cold suspension of 3-hydroxy-5-trifluoromethyl-benzoic acid (1.0 mg, 4.85 mmol) and N,O-dimethylhydroxylamine hydrochloride (520 mg, 5.33 mmol) in CH2Cl2 (20 mL) was added N-methylmorpholine (586 μl, 5.33 mmol). The mixture was stirred for 5 minutes, to which were added N-(3-dimethylaminopropyl)-N′-ethylcarbodiimide hydrochloride (1.05 g, 5.33 mmol). The mixture was stirred for 3 hours at room temperature, and then diluted with EtOAc. The organic layer was washed with 1N HCl, water and... Reactants: S([O-])(O)=O.[Na+] (sodium bisulfite), BrBr (Bromine), O1C(=CC=C1)C=1NC(=CC1C#N)C(F)(F)F (2-(2-furyl)-5-(trifluoromethyl)pyrrole-3-carbonitrile), C(C)(=O)[O-].[Na+] (sodium acetate). Run in C(C)(=O)O (acetic acid). Conditions: time 15 minute. Product: BrC1=CC=C(O1)C=1NC(=CC1C#N)C(F)(F)F (2-(5-Bromo-2-Furyl)-5-(Trifluoromethyl)Pyrrole-3-Carbonitrile). RXN SMILES: [Br:1]Br.[O:3]1[CH:7]=[CH:6][CH:5]=[C:4]1[C:8]1[NH:9][C:10]([C:15]([F:18])([F:17])[F:16])=[CH:11][C:12]=1[C:13]#[N:14].C([O-])(=O)C.[Na+].S(=O)(O)[O-].[Na+]>C(O)(=O)C>[Br:1][C:7]1[O:3][C:4]([C:8]2[NH:9][C:10]([C:15]([F:18])([F:16])[F:17])=[CH:11][C:12]=2[C:13]#[N:14])=[CH:5][CH:6]=1 |f:2.3,4.5|. Procedure details: Bromine (0.71 g, 4.42 mmol) is added to a solution of 2-(2-furyl)-5-(trifluoromethyl)pyrrole-3-carbonitrile (1.00 g, 4.42 mmol) and sodium acetate (0.36 g, 4.42 mmol) in acetic acid. The reation mixture is stirred for 15 minutes and poured into a 1% sodium bisulfite solution. The solids are filtered from the aqueous mixture, dried overnight under high vacuum and recrystallized from ethyl acetate and hexane to obtain the title product as red crystals (1.21 g, 90% mp 224°-226° C.